From a dataset of the Open Reaction Database (ORD), a public repository of structured organic reaction records. describe an organic reaction: reactants, conditions, products, and yield Procedure: 5-Bromo-1-(ethylsulfonyl)indoline (1.85 g, 6.38 mmol), 1-methyl-5-cyano-2-pyrroleboronic acid (1.14 g, 7.7 mmol), KF (1.22 g, 21 mmol), and Pd2(dba)3 (154 mg, 0.16 mmol) were added to a round bottom flask under nitrogen. The flask was sealed and purged with nitrogen for 5 minutes. THF (16 mL) was added followed by a solution of tri-t-butylphosphine (10% wt in hexanes) (0.95 mL, 0.32 mmol) via syringe and the mixture was stirred vigorously at 25° C. for 5 hours. The mixture was diluted with ethyl... As a reaction SMILES: Br[C:2]1[CH:3]=[C:4]2[C:8](=[CH:9][CH:10]=1)[N:7]([S:11]([CH2:14][CH3:15])(=[O:13])=[O:12])[CH2:6][CH2:5]2.[CH3:16][N:17]1[C:21]([C:22]#[N:23])=[CH:20][CH:19]=[C:18]1B(O)O.[F-].[K+]>C1C=CC(/C=C/C(/C=C/C2C=CC=CC=2)=O)=CC=1.C1C=CC(/C=C/C(/C=C/C2C=CC=CC=2)=O)=CC=1.C1C=CC(/C=C/C(/C=C/C2C=CC=CC=2)=O)=CC=1.[Pd].[Pd]>[CH2:14]([S:11]([N:7]1[C:8]2[C:4](=[CH:3][C:2]([C:18]3[N:17]([CH3:16])[C:21]([C:22]#[N:23])=[CH:20][CH:19]=3)=[CH:10][CH:9]=2)[CH2:5][CH2:6]1)(=[O:13])=[O:12])[CH3:15] |f:2.3,4.5.6.7.8|. Run at temperature 25 celsius, time 5 hour. The product is C(C)S(=O)(=O)N1CCC2=CC(=CC=C12)C1=CC=C(N1C)C#N (5-[1-(ethylsulfonyl)-2,3-dihydro-1H-indol-5-yl]-1-methyl-1H-pyrrole-2-carbonitrile). Isolated yield 59.6%. Reactants: BrC=1C=C2CCN(C2=CC1)S(=O)(=O)CC (5-Bromo-1-(ethylsulfonyl)indoline), CN1C(=CC=C1C#N)B(O)O (1-methyl-5-cyano-2-pyrroleboronic acid), [F-].[K+] (KF). Reagents/catalysts: C=1C=CC(=CC1)/C=C/C(=O)/C=C/C2=CC=CC=C2.C=1C=CC(=CC1)/C=C/C(=O)/C=C/C2=CC=CC=C2.C=1C=CC(=CC1)/C=C/C(=O)/C=C/C2=CC=CC=C2.[Pd].[Pd] (Pd2(dba)3).